The task is: describe an organic reaction: reactants, conditions, products, and yield. This data is from the Open Reaction Database (ORD), a public repository of structured organic reaction records. The reactants are CCN1CCOCC1, COC(=O)CN, C(=NC1CCCCC1)=NC1CCCCC1, ClCCl, Cl, O=C(O)c1ncccc1O, On1nnc2ccccc21. The product is COC(=O)CNC(=O)c1ncccc1O. As a reaction SMILES: [CH2:18]([N:19]1[CH2:20][CH2:21][O:22][CH2:23][CH2:24]1)[CH3:25].[CH3:12][O:13][C:14]([CH2:15][NH2:16])=[O:17].[CH:36]1([N:37]=[C:38]=[N:39][CH:40]2[CH2:41][CH2:42][CH2:43][CH2:44][CH2:45]2)[CH2:46][CH2:47][CH2:48][CH2:49][CH2:50]1.[Cl:51][CH2:52][Cl:53].[ClH:11].[OH:1][c:2]1[c:3]([C:8](=[O:9])[OH:10])[n:4][cH:5][cH:6][cH:7]1.[OH:26][n:27]1[c:28]2[cH:29][cH:30][cH:31][cH:32][c:33]2[n:34][n:35]1>>[OH:1][c:2]1[c:3]([C:8](=[O:10])[NH:16][CH2:15][C:14]([O:13][CH3:12])=[O:17])[n:4][cH:5][cH:6][cH:7]1. Reactants: CC(C)(C#C)O (2-methyl-3-butyne-2-ol). Run in C(C)(C)O (isopropanol). Product: CC(C)(C=CC(C)(O)C)O (2,5-Dimethyl-3-hexene-2,5-diol). Reaction SMILES: [CH3:1][C:2]([OH:6])([C:4]#[CH:5])[CH3:3]>C(O)(C)C>[CH3:1][C:2]([OH:6])([CH:5]=[CH:4][C:2]([CH3:3])([OH:6])[CH3:1])[CH3:3]. Procedure details: 2,5-Dimethyl-3-hexene-2,5-diol was prepared by free-radical addition of isopropanol to 2-methyl-3-butyne-2-ol by the method of U.S. Pat. No. 3,352,929. The reactants are CC(C(=O)[O-])n1ccc(-c2ccc3c(c2)N(S(=O)(=O)c2ccc(C(C)(C)C)cc2)Cc2ccc(C(F)(F)F)nc2N3)n1, CC#N, CCOC(C)=O, Cl, [Li+], [OH-], O. Yields the product CC(C)(C)c1ccc(S(=O)(=O)N2Cc3ccc(C(F)(F)F)nc3Nc3ccc(-c4ccn(CC(=O)O)n4)cc32)cc1. RXN SMILES: [CH3:1][CH:2]([C:3](=[O:4])[O-:5])[n:6]1[n:7][c:8](-[c:11]2[cH:12][cH:13][c:14]3[c:15]([cH:42]2)[N:16]([S:29](=[O:30])(=[O:31])[c:32]2[cH:33][cH:34][c:35]([C:38]([CH3:39])([CH3:40])[CH3:41])[cH:36][cH:37]2)[CH2:17][c:18]2[c:19]([n:21][c:22]([C:25]([F:26])([F:27])[F:28])[cH:23][cH:24]2)[NH:20]3)[cH:9][cH:10]1.[CH3:45][C:46]#[N:47].[CH3:50][CH2:51][O:52][C:53]([CH3:54])=[O:55].[ClH:49].[Li+:44].[OH-:43].[OH2:48]>>[CH2:2]([C:3](=[O:4])[OH:5])[n:6]1[n:7][c:8](-[c:11]2[cH:12][cH:13][c:14]3[c:15]([cH:42]2)[N:16]([S:29](=[O:30])(=[O:31])[c:32]2[cH:33][cH:34][c:35]([C:38]([CH3:39])([CH3:40])[CH3:41])[cH:36][cH:37]2)[CH2:17][c:18]2[c:19]([n:21][c:22]([C:25]([F:26])([F:27])[F:28])[cH:23][cH:24]2)[NH:20]3)[cH:9][cH:10]1. The reactants are C1(=CC=CC=C1)P(C1=CC=CC=C1)C1=CC=CC=C1 (triphenylphosphine), CCOCC (ether), BrC(Br)(Br)Br (tetrabromomethane), 19-hydroxy cholesterylacetate. Run in C1(=CC(=CC=C1)C)C (m-xylene). Product: C1(=CC=CC=C1)P(C1=CC=CC=C1)(C1=CC=CC=C1)=O (triphenylphosphine oxide). RXN SMILES: [C:1]1([P:7]([C:14]2[CH:19]=[CH:18][CH:17]=[CH:16][CH:15]=2)[C:8]2[CH:13]=[CH:12][CH:11]=[CH:10][CH:9]=2)[CH:6]=[CH:5][CH:4]=[CH:3][CH:2]=1.BrC(Br)(Br)Br.CC[O:27]CC>C1(C)C=CC=C(C)C=1>[C:14]1([P:7](=[O:27])([C:1]2[CH:2]=[CH:3][CH:4]=[CH:5][CH:6]=2)[C:8]2[CH:13]=[CH:12][CH:11]=[CH:10][CH:9]=2)[CH:15]=[CH:16][CH:17]=[CH:18][CH:19]=1. Reported procedure: 2.15 gms. of triphenylphosphine and 2.85 gms. of tetrabromomethane were added to a solution of 1.65 gms. of 19-hydroxy cholesterylacetate [prepared according to the method of J. Am. Chem. Soc. 86(1964), 1528] in 70 mls. of dry ether and 10 mls. of dry m-xylene. A white precipitate of triphenylphosphine oxide was formed. Then the mixture was refluxed for 20 hours, the progress of the reaction being examined with the aid of thin-layer chromatography (toluene/ethyl acetate 3:1; silica gel H). After... Starting materials: BrCc1ccccc1, O=C([O-])[O-], CN(C)C=O, CCOC(C)=O, [K+], [K+], N#CCOc1ccc(O)c([N+](=O)[O-])c1. As a reaction SMILES: [Br:26][CH2:27][c:28]1[cH:29][cH:30][cH:31][cH:32][cH:33]1.[C:20](=[O:21])([O-:22])[O-:23].[CH3:15][N:16]([CH3:17])[CH:18]=[O:19].[CH3:34][CH2:35][O:36][C:37](=[O:38])[CH3:39].[K+:24].[K+:25].[OH:1][c:2]1[c:3]([N+:12](=[O:13])[O-:14])[cH:4][c:5]([O:6][CH2:7][C:8]#[N:9])[cH:10][cH:11]1>>[O:1]([c:2]1[c:3]([N+:12](=[O:13])[O-:14])[cH:4][c:5]([O:6][CH2:7][C:8]#[N:9])[cH:10][cH:11]1)[CH2:27][c:28]1[cH:29][cH:30][cH:31][cH:32][cH:33]1. The product is N#CCOc1ccc(OCc2ccccc2)c([N+](=O)[O-])c1. The reactants are CN1CC(c2ccc(Nc3cc(Br)cn(C)c3=O)nc2)C1, CC(=O)OCc1c(B2OC(C)(C)C(C)(C)O2)cccc1N1CCn2c(cc3c2CCCC3)C1=O, O=C([O-])[O-], CN(C)C=O, [Na+], [Na+]. Reaction SMILES: [Br:1][c:2]1[cH:3][c:4]([NH:10][c:11]2[n:12][cH:13][c:14]([CH:17]3[CH2:18][N:19]([CH3:21])[CH2:20]3)[cH:15][cH:16]2)[c:5](=[O:9])[n:6]([CH3:8])[cH:7]1.[C:22]([CH3:23])(=[O:24])[O:25][CH2:26][c:27]1[c:28]([N:42]2[C:43](=[O:55])[c:44]3[n:45]([c:46]4[c:51]([cH:52]3)[CH2:50][CH2:49][CH2:48][CH2:47]4)[CH2:53][CH2:54]2)[cH:29][cH:30][cH:31][c:32]1[B:33]1[O:34][C:35]([CH3:36])([CH3:37])[C:38]([CH3:39])([CH3:40])[O:41]1.[C:56](=[O:57])([O-:58])[O-:59].[CH3:62][N:63]([CH3:64])[CH:65]=[O:66].[Na+:60].[Na+:61]>>[c:2]1(-[c:32]2[c:27]([CH2:26][O:25][C:22]([CH3:23])=[O:24])[c:28]([N:42]3[C:43](=[O:55])[c:44]4[n:45]([c:46]5[c:51]([cH:52]4)[CH2:50][CH2:49][CH2:48][CH2:47]5)[CH2:53][CH2:54]3)[cH:29][cH:30][cH:31]2)[cH:3][c:4]([NH:10][c:11]2[n:12][cH:13][c:14]([CH:17]3[CH2:18][N:19]([CH3:21])[CH2:20]3)[cH:15][cH:16]2)[c:5](=[O:9])[n:6]([CH3:8])[cH:7]1. Yields the product CC(=O)OCc1c(-c2cc(Nc3ccc(C4CN(C)C4)cn3)c(=O)n(C)c2)cccc1N1CCn2c(cc3c2CCCC3)C1=O.